Dataset: the Open Reaction Database (ORD), a public repository of structured organic reaction records. Task: describe an organic reaction: reactants, conditions, products, and yield Product: C(C1=CC=CC=C1)[C@H]1CSC[C@@H](C(N1CC(=O)O)=O)N[C@@H](CCC1=CC=CC=C1)C(=O)OCC (α-{3(S)-Benzyl-6(R)-[1(S)-ethoxycarbonyl-3-phenylpropylamino]-5-oxoperhydro-1,4-thiazepin-4-yl}acetic acid). Starting materials: C(C1=CC=CC=C1)[C@H]1CSC[C@@H](C(N1CC(=O)OC(C)(C)C)=O)N[C@@H](CCC1=CC=CC=C1)C(=O)OCC (t-butyl α-{3(S)-benzyl-6(R)-[1(S)-ethoxycarbonyl-3-phenylpropylamino]-5-oxoperhydro-1,4-thiazepin-4-yl}acetate), FC(C(=O)O)(F)F (trifluoroacetic acid). Isolated yield 77.6%. Reported procedure: 630 mg of t-butyl α-{3(S)-benzyl-6(R)-[1(S)-ethoxycarbonyl-3-phenylpropylamino]-5-oxoperhydro-1,4-thiazepin-4-yl}acetate (isomer B) synthesized as described in Example 33 was subjected to de-t-butylation with trifluoroacetic acid in the same manner as described in Example 3, to give 438 mg of the title compound as an amorphous solid. Reaction SMILES: [CH2:1]([C@@H:8]1[N:14]([CH2:15][C:16]([O:18]C(C)(C)C)=[O:17])[C:13](=[O:23])[C@@H:12]([NH:24][C@H:25]([C:34]([O:36][CH2:37][CH3:38])=[O:35])[CH2:26][CH2:27][C:28]2[CH:33]=[CH:32][CH:31]=[CH:30][CH:29]=2)[CH2:11][S:10][CH2:9]1)[C:2]1[CH:7]=[CH:6][CH:5]=[CH:4][CH:3]=1.FC(F)(F)C(O)=O>>[CH2:1]([C@@H:8]1[N:14]([CH2:15][C:16]([OH:18])=[O:17])[C:13](=[O:23])[C@@H:12]([NH:24][C@H:25]([C:34]([O:36][CH2:37][CH3:38])=[O:35])[CH2:26][CH2:27][C:28]2[CH:33]=[CH:32][CH:31]=[CH:30][CH:29]=2)[CH2:11][S:10][CH2:9]1)[C:2]1[CH:3]=[CH:4][CH:5]=[CH:6][CH:7]=1. The reactants are NCC=1C(=C(C(=CC1)Cl)OC=1C=C(C#N)C=C(C1)Br)F (3-{[3-(aminomethyl)-6-chloro-2-fluorophenyl]oxy}-5-bromobenzonitrile), CN(C)\C=N\C=1N=CNC1C(=O)OCC (ethyl 4-{[(1E)-(dimethylamino)methylidene]amino}-1H-imidazole-5-carboxylate), C1(=CC=CC=C1)O (phenol). The solvent is C(Cl)Cl (DCM). Product: BrC=1C=C(C#N)C=C(C1)OC1=C(C(=CC=C1Cl)CN1C=NC=2N=CNC2C1=O)F (3-bromo-5-({6-chloro-2-fluoro-3-[(6-oxo-6,7-dihydro-1H-purin-1-yl)methyl]phenyl}oxy)benzonitrile). The yield is 38.1%. As a reaction SMILES: [NH2:1][CH2:2][C:3]1[C:4]([F:20])=[C:5]([O:10][C:11]2[CH:12]=[C:13]([CH:16]=[C:17]([Br:19])[CH:18]=2)[C:14]#[N:15])[C:6]([Cl:9])=[CH:7][CH:8]=1.CN(/[CH:24]=[N:25]/[C:26]1[N:27]=[CH:28][NH:29][C:30]=1[C:31](OCC)=[O:32])C.C1(O)C=CC=CC=1>C(Cl)Cl>[Br:19][C:17]1[CH:16]=[C:13]([CH:12]=[C:11]([O:10][C:5]2[C:6]([Cl:9])=[CH:7][CH:8]=[C:3]([CH2:2][N:1]3[C:31](=[O:32])[C:30]4[NH:29][CH:28]=[N:27][C:26]=4[N:25]=[CH:24]3)[C:4]=2[F:20])[CH:18]=1)[C:14]#[N:15]. Procedure: The title compound was prepared in a manner similar to that described herein using 3-{[3-(aminomethyl)-6-chloro-2-fluorophenyl]oxy}-5-bromobenzonitrile (0.61 g, 1.715 mmol), ethyl 4-{[(1E)-(dimethylamino)methylidene]amino}-1H-imidazole-5-carboxylate (0.397 g, 1.887 mmol) and phenol (0.484 g, 5.15 mmol) in DCM (3 mL) to give 0.31 g (38%) of the title compound as a white solid. 1H NMR (400 MHz, DMSO-d6) δ ppm 7.58 (br. s., 1H), 8.45 (s, 1H), 8.17 (br. s., 1H), 7.93 (s, 1H), 7.58 (d, 2H), 7.47 (d, ... The reactants are CC(=O)C (acetone), Cl.C(C)(C)(C)NCC(=O)C1=CC(=C(C=C1)O)O (3,4-dihydroxyphenyl N-(tert-butyl)aminomethyl ketone hydrochloride). Solvent: C(C)#N (acetonitrile). The product is Cl.C(C)(C)(C)NCC(=O)C1=CC(=C(C=C1)OC1=CC=C(C=C1)C)OC1=CC=C(C=C1)C (3,4-bis-(p-toluyloxy)phenyl N-(tert-butyl)aminomethyl ketone hydrochloride). Isolated yield 64.0%. RXN SMILES: [CH3:1][C:2]([CH3:4])=O.[ClH:5].[C:6]([NH:10][CH2:11][C:12]([C:14]1[CH:19]=[CH:18][C:17]([OH:20])=[C:16]([OH:21])[CH:15]=1)=[O:13])([CH3:9])([CH3:8])[CH3:7]>C(#N)C>[ClH:5].[C:6]([NH:10][CH2:11][C:12]([C:14]1[CH:19]=[CH:18][C:17]([O:20][C:2]2[CH:4]=[CH:8][C:6]([CH3:9])=[CH:7][CH:1]=2)=[C:16]([O:21][C:17]2[CH:18]=[CH:19][C:14]([CH3:12])=[CH:15][CH:16]=2)[CH:15]=1)=[O:13])([CH3:9])([CH3:7])[CH3:8] |f:1.2,4.5|. Reported procedure: The process of Example 1 was repeated substituting acetone for the acetonitrile as solvent. Starting with 26 g of 3,4-dihydroxyphenyl N-(tert-butyl)aminomethyl ketone hydrochloride there was obtained 33 g of 3,4-bis-(p-toluyloxy)phenyl N-(tert-butyl)aminomethyl ketone hydrochloride (64% yield) containing only a trace of tributylamine hydrochloride. The reactants are CC1=C(N)C=CC(=C1)F (2-methyl-4-fluoroaniline), CC=1C(=NC(=NC1C)N1[C@H](C2=CC=CC=C2CC1)C)Cl ((S)-5,6-dimethyl-2-(1-methyl-1,2,3,4-tetrahydroisoquinolin-2-yl)-4-chloropyrimidine). The solvent is CN(C=O)C (dimethylformamide). Product: Cl.CC=1C(=NC(=NC1C)N1[C@H](C2=CC=CC=C2CC1)C)NC1=C(C=C(C=C1)F)C ((S)-5,6-Dimethyl-4-(2-methyl-4-fluorophenylamino)-2-(1-methyl-1,2,3,4-tetrahydroisoquinolin-2-yl)pyrimidine hydrochloride). Yield: 69.2%. As a reaction SMILES: [CH3:1][C:2]1[CH:8]=[C:7]([F:9])[CH:6]=[CH:5][C:3]=1[NH2:4].[CH3:10][C:11]1[C:12]([Cl:29])=[N:13][C:14]([N:18]2[CH2:27][CH2:26][C:25]3[C:20](=[CH:21][CH:22]=[CH:23][CH:24]=3)[C@@H:19]2[CH3:28])=[N:15][C:16]=1[CH3:17]>CN(C)C=O>[ClH:29].[CH3:10][C:11]1[C:12]([NH:4][C:3]2[CH:5]=[CH:6][C:7]([F:9])=[CH:8][C:2]=2[CH3:1])=[N:13][C:14]([N:18]2[CH2:27][CH2:26][C:25]3[C:20](=[CH:21][CH:22]=[CH:23][CH:24]=3)[C@@H:19]2[CH3:28])=[N:15][C:16]=1[CH3:17] |f:3.4|. Procedure details: After 2-methyl-4-fluoroaniline(0.82 ml, 7.35 mmol) was added to a mixture solution of (S)-5,6-dimethyl-2-(1-methyl-1,2,3,4-tetrahydroisoquinolin-2-yl)-4-chloropyrimidine(1.0 g, 3.5 mmol) obtained in the above Step 2 and dimethylformamide (10 ml), 1.0 g of the titled compound was obtained in accordance with the same procedure as in Step 4 of Example 57. The product is C(C)(=O)NCCN1C=CC=C1 (N-acetyl-2-(1-pyrrolyl)-ethylamine). Reaction SMILES: [CH2:1]([NH2:4])[CH2:2][NH2:3].CO[CH:7]1[CH2:11][CH2:10][CH:9](OC)O1.[O:14]1CCO[CH2:16][CH2:15]1>C(O)(=O)C>[C:15]([NH:3][CH2:2][CH2:1][N:4]1[CH:9]=[CH:10][CH:11]=[CH:7]1)(=[O:14])[CH3:16]. Procedure: A solution of 140 g of ethylenediamine and 300 g of 2,5-dimethoxytetrahydrofuran in 2000 ml of dioxane and 1700 ml of glacial acetic acid is stirred and refluxed for 6 hours. The reaction mixture is then cooled and the solvents evaporated under reduced pressure at 60°. The dark residue is taken up in methylene chloride and ice and basified with 3N aqueous sodium hydroxide. The organic layer is separated and extracted into 5 N aqueous hydrochloric acid. The acid extract is made basic with cooling... Starting materials: C(CN)N (ethylenediamine), COC1OC(CC1)OC (2,5-dimethoxytetrahydrofuran), O1CCOCC1 (dioxane). The solvent is C(C)(=O)O (acetic acid). Starting materials: [Br-], COC(=O)c1ccc(CO)cc1-c1ccccc1C, [Li+], CN(C)C=O, BrP(Br)Br. Product: COC(=O)c1ccc(CBr)cc1-c1ccccc1C. As a reaction SMILES: [Br-:21].[CH3:1][O:2][C:3]([c:4]1[c:5](-[c:12]2[c:13]([CH3:18])[cH:14][cH:15][cH:16][cH:17]2)[cH:6][c:7]([CH2:10][OH:11])[cH:8][cH:9]1)=[O:19].[Li+:20].[O:26]=[CH:27][N:28]([CH3:29])[CH3:30].[P:22]([Br:23])([Br:24])[Br:25]>>[CH3:1][O:2][C:3]([c:4]1[c:5](-[c:12]2[c:13]([CH3:18])[cH:14][cH:15][cH:16][cH:17]2)[cH:6][c:7]([CH2:10][Br:23])[cH:8][cH:9]1)=[O:19]. Starting materials: COC(=O)c1ccc(Br)cc1, CC(=O)[O-], CC(=O)[O-], CCCC[Sn](CCCC)(CCCC)c1ccc(OC)c2c1CC(C)(C)O2, [Na+], [Na+], O=C([O-])[O-], CN(C)C=O, O, [Pd+2]. The product is COC(=O)c1ccc(-c2ccc(OC)c3c2CC(C)(C)O3)cc1. Reaction SMILES: [Br:27][c:28]1[cH:29][cH:30][c:31]([C:32](=[O:33])[O:34][CH3:35])[cH:36][cH:37]1.[C:50]([O-:51])(=[O:52])[CH3:53].[C:55]([O-:56])(=[O:57])[CH3:58].[CH3:1][C:2]1([CH3:26])[O:3][c:4]2[c:5]([c:7]([Sn:13]([CH2:14][CH2:15][CH2:16][CH3:17])([CH2:18][CH2:19][CH2:20][CH3:21])[CH2:22][CH2:23][CH2:24][CH3:25])[cH:8][cH:9][c:10]2[O:11][CH3:12])[CH2:6]1.[Na+:38].[Na+:39].[O-:40][C:41](=[O:42])[O-:43].[O:45]=[CH:46][N:47]([CH3:48])[CH3:49].[OH2:44].[Pd+2:54]>>[CH3:1][C:2]1([CH3:26])[O:3][c:4]2[c:5]([c:7](-[c:28]3[cH:29][cH:30][c:31]([C:32](=[O:33])[O:34][CH3:35])[cH:36][cH:37]3)[cH:8][cH:9][c:10]2[O:11][CH3:12])[CH2:6]1. Starting materials: C(CCCCCCCCCCCCCCCCCCCCCCC)C(=O)O (C24H49COOH), C(CCCCCCCCCCCCCCCCCCCCCCCCC)C(=O)O (C26H53COOH), C(CCCCCCCCCCCCCCCCCCCCCCCCCCC)C(=O)O (C28H57COOH). The product is C(CCCCCCCCCCCCCCCCCCCCC)(=O)O (behenic acid), equimolar mixture. As a reaction SMILES: [CH2:1]([C:25]([OH:27])=[O:26])[CH2:2][CH2:3][CH2:4][CH2:5][CH2:6][CH2:7][CH2:8][CH2:9][CH2:10][CH2:11][CH2:12][CH2:13][CH2:14][CH2:15][CH2:16][CH2:17][CH2:18][CH2:19][CH2:20][CH2:21]CCC.C(C(O)=O)CCCCCCCCCCCCCCCCCCCCCCCCC.C(C(O)=O)CCCCCCCCCCCCCCCCCCCCCCCCCCC>>[C:25]([OH:27])(=[O:26])[CH2:1][CH2:2][CH2:3][CH2:4][CH2:5][CH2:6][CH2:7][CH2:8][CH2:9][CH2:10][CH2:11][CH2:12][CH2:13][CH2:14][CH2:15][CH2:16][CH2:17][CH2:18][CH2:19][CH2:20][CH3:21]. Procedure details: A polymer dispersion of carboxylic acid silver salts - carboxylic acids - silver bromide (Composition H - 5) was produced in the same manner as in Example 1 except that a mixture of 272 g of behenic acid and 82 g of an equimolar mixture of C24H49COOH, C26H53COOH and C28H57COOH was used instead of the mixture of 272 g of behenic acid and 82 g of C26H53COOH. The reactants are CC(C)(C)[Si](C)(C)Cl, Oc1ccc(Cl)cc1I, ClCCl, c1c[nH]cn1. Yields the product CC(C)(C)[Si](C)(C)Oc1ccc(Cl)cc1I. RXN SMILES: [C:15]([CH3:16])([CH3:17])([CH3:18])[Si:19]([CH3:20])([CH3:21])[Cl:22].[Cl:1][c:2]1[cH:3][c:4]([I:9])[c:5]([OH:8])[cH:6][cH:7]1.[Cl:23][CH2:24][Cl:25].[nH:10]1[cH:11][cH:12][n:13][cH:14]1>>[Cl:1][c:2]1[cH:3][c:4]([I:9])[c:5]([O:8][Si:19]([C:15]([CH3:16])([CH3:17])[CH3:18])([CH3:20])[CH3:21])[cH:6][cH:7]1. The reactants are C(CCC)N(CCCC)CCCC (tributylamine), FC(C(C(=O)OCCl)C(F)(F)F)(F)F (Monochloromethyl 2-trifluoromethyl-3,3,3-trifluoropropanoate). Conditions: temperature 65 celsius. Product: FC(C(=C)C(F)(F)F)(F)F (2-trifluoromethyl-3,3,3-trifluoropropene). Yield: 75.9%. Reaction SMILES: C(N(CCCC)CCCC)CCC.[F:14][C:15]([F:27])([F:26])[CH:16]([C:22]([F:25])([F:24])[F:23])[C:17](OCCl)=O>>[F:14][C:15]([F:27])([F:26])[C:16]([C:22]([F:25])([F:24])[F:23])=[CH2:17]. Procedure details: In a four necked 100 ml flask equipped with a condenser, a dropping funnel and a thermometer, tributylamine (20.0 g, 108 mmoles) was charged and warmed to 65° C. Monochloromethyl 2-trifluoromethyl-3,3,3-trifluoropropanoate (4.88 g, 20 mmol) was dropwise added thereto while stirring. The reaction was continued at the same temperature as above for 3 hours while stirring. The gas evolved from a top of the condenser was washed with an alkaline solution, dried with alumina and cooled. The resultant l...